describe an organic reaction: reactants, conditions, products, and yield From a dataset of the Open Reaction Database (ORD), a public repository of structured organic reaction records. Reactants: CCO, Cl, Cl, O=Cc1ccccc1F, NO, [Na+], [OH-], O. The product is ON=Cc1ccccc1F. RXN SMILES: [CH3:16][CH2:17][OH:18].[ClH:10].[ClH:15].[F:1][c:2]1[c:3]([CH:4]=[O:5])[cH:6][cH:7][cH:8][cH:9]1.[NH2:11][OH:12].[Na+:14].[OH-:13].[OH2:19]>>[F:1][c:2]1[c:3]([CH:4]=[N:11][OH:12])[cH:6][cH:7][cH:8][cH:9]1.